From a dataset of the Open Reaction Database (ORD), a public repository of structured organic reaction records. describe an organic reaction: reactants, conditions, products, and yield The reactants are C1CCOC1, CCOC(=O)c1cccc(C)c1OCC, Cl, O. The product is CCOc1c(C)cccc1CO. Reaction SMILES: [CH2:18]1[O:19][CH2:20][CH2:21][CH2:22]1.[CH2:1]([CH3:2])[O:3][c:4]1[c:5]([C:6](=[O:7])[O:8][CH2:9][CH3:10])[cH:11][cH:12][cH:13][c:14]1[CH3:15].[ClH:17].[OH2:16]>>[CH2:1]([CH3:2])[O:3][c:4]1[c:5]([CH2:6][OH:7])[cH:11][cH:12][cH:13][c:14]1[CH3:15].